describe an organic reaction: reactants, conditions, products, and yield From a dataset of the Open Reaction Database (ORD), a public repository of structured organic reaction records. The reactants are N[C@@H](CCCCNC(N)=N)C(=O)NCC(=O)N[C@@H](CC(O)=O)C(=O)N[C@@H](CC1=CNC2=CC=CC=C12)C(=O)N1[C@H](C(=O)N[C@@H](CS)C(=O)N)CCC1 (Har-Gly-Asp-Trp-Pro-Cys-NH2), O (water), O=O (oxygen), [OH-].[NH4+] (ammonium hydroxide). The solvent is C(C)#N (acetonitrile). Product: C=1C=CC2=C(C1)C(=CN2)C[C@H]3C(=O)N4CCC[C@H]4C(=O)N[C@@H](CSSCCC(=O)N[C@H](C(=O)NCC(=O)N[C@H](C(=O)N3)CC(=O)O)CCCCNC(=N)N)C(=O)N (Eptifibatide). RXN SMILES: [NH2:1][C@H:2]([C:11]([NH:13][CH2:14][C:15]([NH:17][C@H:18]([C:23]([NH:25][C@H:26]([C:37]([N:39]1[CH2:52][CH2:51][CH2:50][C@H:40]1[C:41]([NH:43][C@H:44]([C:47]([NH2:49])=[O:48])[CH2:45][SH:46])=[O:42])=[O:38])[CH2:27][C:28]1[C:36]2[C:31](=[CH:32][CH:33]=[CH:34][CH:35]=2)[NH:30][CH:29]=1)=[O:24])[CH2:19][C:20](=[O:22])[OH:21])=[O:16])=[O:12])[CH2:3][CH2:4][CH2:5][CH2:6][NH:7][C:8](=[NH:10])[NH2:9].[OH2:53].[OH-].[NH4+].O=O>C(#N)C>[CH:34]1[CH:33]=[CH:32][C:31]2[NH:30][CH:29]=[C:28]([CH2:27][C@@H:26]3[NH:25][C:23](=[O:24])[C@H:18]([CH2:19][C:20]([OH:21])=[O:22])[NH:17][C:15](=[O:16])[CH2:14][NH:13][C:11](=[O:12])[C@H:2]([CH2:3][CH2:4][CH2:5][CH2:6][NH:7][C:8]([NH2:9])=[NH:10])[NH:1][C:47](=[O:53])[CH2:44][CH2:45][S:46][S:46][CH2:45][C@@H:44]([C:47]([NH2:49])=[O:48])[NH:43][C:41](=[O:42])[C@H:40]4[N:39]([CH2:52][CH2:51][CH2:50]4)[C:37]3=[O:38])[C:36]=2[CH:35]=1 |f:2.3|. Reported procedure: Mpa-Har-Gly-Asp-Trp-Pro-Cys-NH2 (60 gm; obtained from Ex-19) was charged in to a stirred solution of water (6 L) and acetonitrile (6 L) at 25° C.-35° C. Adjusted the pH of the solution to 8-8.5 with 2% ammonium hydroxide solution (500 ml). Passed oxygen gas in to the reaction mass for about 10 to 12 hrs under pH of about 8.5-about 8.8. Adjusted pH of the reaction mass to about 5 to about 6 with 1% acetic acid 100 ml) and concentrated the reaction solution at 30° C. to 35° C. under high vacuum ti... Reactants: Cc1ccc(Oc2ccc3nc(N)sc3n2)cc1NC(=O)c1cccc(C2(C#N)CC2)c1, c1ccncc1, O=C(Cl)c1cocn1. The product is Cc1ccc(Oc2ccc3nc(NC(=O)c4cocn4)sc3n2)cc1NC(=O)c1cccc(C2(C#N)CC2)c1. Reaction SMILES: [NH2:9][c:10]1[s:11][c:12]2[n:13][c:14]([O:19][c:20]3[cH:21][cH:22][c:23]([CH3:40])[c:24]([NH:26][C:27]([c:28]4[cH:29][c:30]([C:34]5([C:37]#[N:38])[CH2:35][CH2:36]5)[cH:31][cH:32][cH:33]4)=[O:39])[cH:25]3)[cH:15][cH:16][c:17]2[n:18]1.[cH:41]1[cH:42][cH:43][n:44][cH:45][cH:46]1.[o:1]1[cH:2][n:3][c:4]([C:6](=[O:7])[Cl:8])[cH:5]1>>[o:1]1[cH:2][n:3][c:4]([C:6](=[O:7])[NH:9][c:10]2[s:11][c:12]3[n:13][c:14]([O:19][c:20]4[cH:21][cH:22][c:23]([CH3:40])[c:24]([NH:26][C:27]([c:28]5[cH:29][c:30]([C:34]6([C:37]#[N:38])[CH2:35][CH2:36]6)[cH:31][cH:32][cH:33]5)=[O:39])[cH:25]4)[cH:15][cH:16][c:17]3[n:18]2)[cH:5]1. Starting materials: CC(=O)O[BH-](OC(C)=O)OC(C)=O, CC1COCC(C)N1, O=Cc1cc(F)c(Cl)cc1F, ClCCl, [Na+]. The product is CC1COCC(C)N1Cc1cc(F)c(Cl)cc1F. RXN SMILES: [C:20]([O:21][BH-:22]([O:23][C:24](=[O:25])[CH3:26])[O:27][C:28](=[O:29])[CH3:30])(=[O:31])[CH3:32].[CH3:12][CH:13]1[CH2:14][O:15][CH2:16][CH:17]([CH3:19])[NH:18]1.[Cl:1][c:2]1[cH:3][c:4]([F:11])[c:5]([CH:6]=[O:7])[cH:8][c:9]1[F:10].[Cl:34][CH2:35][Cl:36].[Na+:33]>>[Cl:1][c:2]1[cH:3][c:4]([F:11])[c:5]([CH2:6][N:18]2[CH:13]([CH3:12])[CH2:14][O:15][CH2:16][CH:17]2[CH3:19])[cH:8][c:9]1[F:10]. The reactants are C(C)(C)(C)OC(=O)[C@@H]1N(CCC1)C(COC1=CC2=CC=C(C=C2C=C1)OCC(=O)N1[C@H](CCC1)C(=O)OC(C)(C)C)=O ((R)-1-[[6-[2-[(R)-2-tert-butoxycarbonyl-pyrrolidin-1-yl)-2-oxo-ethoxy]-naphthalen-2-yloxy]-acetyl]-pyrrolidine-2-carboxylic acid tert-butyl ester). The solvent is FC(C(=O)O)(F)F (trifluoroacetic acid). Run at time 8 hour. Yields the product C(=O)(O)[C@@H]1N(CCC1)C(COC=1C=C2C=CC(=CC2=CC1)OCC(=O)N1C(CCC1)C(=O)O)=O (1-[[6-[2-[(R)-2-Carboxy-pyrrolidin-1-yl)-2-oxo-ethoxy]-naphthalen-2-yloxy]-acetyl]-pyrrolidine-2-carboxylic acid). The yield is 98.1%. As a reaction SMILES: C([O:5][C:6]([C@H:8]1[CH2:12][CH2:11][CH2:10][N:9]1[C:13](=[O:42])[CH2:14][O:15][C:16]1[CH:25]=[CH:24][C:23]2[C:18](=[CH:19][CH:20]=[C:21]([O:26][CH2:27][C:28]([N:30]3[CH2:34][CH2:33][CH2:32][C@@H:31]3[C:35]([O:37]C(C)(C)C)=[O:36])=[O:29])[CH:22]=2)[CH:17]=1)=[O:7])(C)(C)C>FC(F)(F)C(O)=O>[C:35]([C@H:31]1[CH2:32][CH2:33][CH2:34][N:30]1[C:28](=[O:29])[CH2:27][O:26][C:21]1[CH:22]=[C:23]2[C:18](=[CH:19][CH:20]=1)[CH:17]=[C:16]([O:15][CH2:14][C:13]([N:9]1[CH2:10][CH2:11][CH2:12][CH:8]1[C:6]([OH:7])=[O:5])=[O:42])[CH:25]=[CH:24]2)([OH:37])=[O:36]. Procedure: A solution of 75 mg (0.13 mmol) (R)-1-[[6-[2-[(R)-2-tert-butoxycarbonyl-pyrrolidin-1-yl)-2-oxo-ethoxy]-naphthalen-2-yloxy]-acetyl]-pyrrolidine-2-carboxylic acid tert-butyl ester in 1.5 ml trifluoroacetic acid was stirred for 18 h at room temperature. The solvent was removed in vacuo and the residue suspended in 10 ml ether. The resulting suspension was stirred overnight. Filtration and drying gave 60 mg (98%) of the title compound as a white powder. Reaction SMILES: [NH2:1][C:2]1[N:7]=[C:6]([C:8]([O:10][CH3:11])=[O:9])[C:5]([Br:12])=[CH:4][CH:3]=1.[Br:13]Br>C(Cl)(Cl)Cl>[NH2:1][C:2]1[N:7]=[C:6]([C:8]([O:10][CH3:11])=[O:9])[C:5]([Br:12])=[CH:4][C:3]=1[Br:13]. Reported procedure: A solution of methyl 6-amino-3-bromopyridine-2-carboxylate (20.62 g) (T. R. Kelly and F. Lang, J. Org. Chem. 61, 1996, 4623–4633) in chloroform (570 ml) was treated dropwise over 2 hours with bromine (4.62 ml) in chloroform (115 ml) and stirred 16 hours. The solution was washed with excess aqueous sodium bicarbonate, dried and evaporated. Crystallisation from EtOAc/hexane gave a solid (13.5 g). Conditions: time 16 hour. The product is NC1=C(C=C(C(=N1)C(=O)OC)Br)Br (Methyl 6-amino-3,5-dibromopyridine-2-carboxylate). Run in C(Cl)(Cl)Cl (chloroform), C(Cl)(Cl)Cl (chloroform). Starting materials: NC1=CC=C(C(=N1)C(=O)OC)Br (methyl 6-amino-3-bromopyridine-2-carboxylate), BrBr (bromine). Reactants: ClC1=CC2=C(OC3=C([C@H]4N2CCC[C@H]4N)C=CC=C3)C=C1 (trans-7-chloro-2,3,4,14b-tetrahydro-1H-dibenzo[b,f]pyrido[1,2-d][1,4]oxazepine-1-amine), C(=O)OCC (ethyl formate). Yields the product ClC1=CC2=C(OC3=C([C@H]4N2CCC[C@H]4NC=O)C=CC=C3)C=C1 (trans-N-(7-chloro-2,3,4,14b-tetrahydro-1H-dibenzo[b,f]pyrido[1,2-d][1,4]oxazepin-1-yl)formamide). The yield is 100.0%. Reaction SMILES: [Cl:1][C:2]1[CH:21]=[CH:20][C:5]2[O:6][C:7]3[CH:19]=[CH:18][CH:17]=[CH:16][C:8]=3[C@@H:9]3[C@H:14]([NH2:15])[CH2:13][CH2:12][CH2:11][N:10]3[C:4]=2[CH:3]=1.[CH:22](OCC)=[O:23]>>[Cl:1][C:2]1[CH:21]=[CH:20][C:5]2[O:6][C:7]3[CH:19]=[CH:18][CH:17]=[CH:16][C:8]=3[C@@H:9]3[C@H:14]([NH:15][CH:22]=[O:23])[CH2:13][CH2:12][CH2:11][N:10]3[C:4]=2[CH:3]=1. Reported procedure: trans-7-chloro-2,3,4,14b-tetrahydro-1H-dibenzo[b,f]pyrido[1,2-d][1,4]oxazepine-1-amine (10 mg, 0.03 mmol) was dissolved in 1 mL of ethyl formate. The resulting mixture was heated to reflux for 18 h. The cooled mixture was evaporated to give trans-N-(7-chloro-2,3,4,14b-tetrahydro-1H-dibenzo[b,f]pyrido[1,2-d][1,4]oxazepin-1-yl)formamide (12.0 mg, 100%). Data: (m/z)=329 (M+H)+.